This data is from the Open Reaction Database (ORD), a public repository of structured organic reaction records. The task is: describe an organic reaction: reactants, conditions, products, and yield Starting materials: C(C)(C)C1=NN(C(=C1)N1CC2=C(N=C(N=C2N2C[C@H](NCC2)C)C2=C3C(=CN(C3=CC=C2)S(=O)(=O)C2=CC=C(C)C=C2)C)CC1)C ((R)-6-(3-isopropyl-1-methyl-1H-pyrazol-5-yl)-2-(3-methyl-1-tosyl-1H-indol-4-yl)-4-(3-methylpiperazin-1-yl)-5,6,7,8-tetrahydropyrido[4,3-d]pyrimidine), C(C)(C)N(CC)C(C)C (diisopropylethylamine), [OH-].[K+] (KOH), [OH-].[NH4+] (ammonium hydroxide), BrCC(=O)N (2-bromoacetamide), OS(=O)(=O)[O-].[Na+] (NaHSO4). Run in ClCCl (dichloromethane), O (water), CC#N (MeCN). Conditions: temperature 55 celsius, time 105 minute. Product: C(C)(C)C1=NN(C(=C1)N1CC2=C(N=C(N=C2N2C[C@H](N(CC2)CC(=O)N)C)C2=C3C(=CNC3=CC=C2)C)CC1)C ((R)-2-(4-(6-(3-isopropyl-1-methyl-1H-pyrazol-5-yl)-2-(3-methyl-1H-indol-4-yl)-5,6,7,8-tetrahydropyrido[4,3-d]pyrimidin-4-yl)-2-methylpiperazin-1-yl)acetamide). Reaction SMILES: [CH:1]([C:4]1[CH:8]=[C:7]([N:9]2[CH2:45][CH2:44][C:12]3[N:13]=[C:14]([C:24]4[CH:32]=[CH:31][CH:30]=[C:29]5[C:25]=4[C:26]([CH3:43])=[CH:27][N:28]5S(C4C=CC(C)=CC=4)(=O)=O)[N:15]=[C:16]([N:17]4[CH2:22][CH2:21][NH:20][C@H:19]([CH3:23])[CH2:18]4)[C:11]=3[CH2:10]2)[N:6]([CH3:46])[N:5]=1)([CH3:3])[CH3:2].C(N(C(C)C)CC)(C)C.Br[CH2:57][C:58]([NH2:60])=[O:59].[OH-].[K+].[OH-].[NH4+].OS([O-])(=O)=O.[Na+]>CC#N.ClCCl.O>[CH:1]([C:4]1[CH:8]=[C:7]([N:9]2[CH2:45][CH2:44][C:12]3[N:13]=[C:14]([C:24]4[CH:32]=[CH:31][CH:30]=[C:29]5[C:25]=4[C:26]([CH3:43])=[CH:27][NH:28]5)[N:15]=[C:16]([N:17]4[CH2:22][CH2:21][N:20]([CH2:57][C:58]([NH2:60])=[O:59])[C@H:19]([CH3:23])[CH2:18]4)[C:11]=3[CH2:10]2)[N:6]([CH3:46])[N:5]=1)([CH3:3])[CH3:2] |f:3.4,5.6,7.8|. Procedure details: To a solution of (R)-6-(3-isopropyl-1-methyl-1H-pyrazol-5-yl)-2-(3-methyl-1-tosyl-1H-indol-4-yl)-4-(3-methylpiperazin-1-yl)-5,6,7,8-tetrahydropyrido[4,3-d]pyrimidine (78 mg, 0.122 mmol) in MeCN (2 mL) was added diisopropylethylamine (0.064 mL, 0.37 mmol) followed by 2-bromoacetamide (20 mg, 0.146 mmol). The mixture was heated to 55° C. and stirred for 105 minutes, then cooled to room temperature quenched with saturated aqueous NH4Cl. The mixture was diluted with dichloromethane and saturated aqu... Product: ClC=1C=C2C=C(C=NC2=CC1)N1CCN2CCC1CC2 (4-(6-Chloroquinolin-3-yl)-1,4-diazabicyclo[3.2.2]_nonane). As a reaction SMILES: Br[C:2]1[CH:3]=[N:4][C:5]2[C:10]([CH:11]=1)=[CH:9][C:8]([Cl:12])=[CH:7][CH:6]=2.[N:13]12[CH2:21][CH2:20][CH:17]([CH2:18][CH2:19]1)[NH:16][CH2:15][CH2:14]2.C(=O)([O-])[O-].[Cs+].[Cs+].C1(P(C2C=CC=CC=2)C2C=CC3C(=CC=CC=3)C=2C2C3C(=CC=CC=3)C=CC=2P(C2C=CC=CC=2)C2C=CC=CC=2)C=CC=CC=1>O1CCCC1.C([O-])(=O)C.C([O-])(=O)C.[Pd+2]>[Cl:12][C:8]1[CH:9]=[C:10]2[C:5](=[CH:6][CH:7]=1)[N:4]=[CH:3][C:2]([N:16]1[CH:17]3[CH2:20][CH2:21][N:13]([CH2:19][CH2:18]3)[CH2:14][CH2:15]1)=[CH:11]2 |f:2.3.4,7.8.9|. Procedure details: 0.53 g (2.18 mmol) of 3-bromo-6-chloro_quinoline, 0.25 g (2 mmol) of 1,4-diazabicyclo[3.2.2]_nonane, 0.018 g (0.08 mmol) of palladium diacetate, 0.91 g (2.8 mmol) of cesium carbonate and 0.05 g (0.08 mmol) of 2,2′-bis(diphenylphosphino)-1,1′-bi_naphthyl, in 15 ml of tetrahydrofuran, are introduced consecutively into a 50 ml three-necked round-bottomed flask and the reaction mixture is heated at reflux for 26 h. The reactants are BrC=1C=NC2=CC=C(C=C2C1)Cl (3-bromo-6-chloro_quinoline), N12CCNC(CC1)CC2 (1,4-diazabicyclo[3.2.2]_nonane), C([O-])([O-])=O.[Cs+].[Cs+] (cesium carbonate), C1(=CC=CC=C1)P(C1=C(C2=CC=CC=C2C=C1)C1=C(C=CC2=CC=CC=C12)P(C1=CC=CC=C1)C1=CC=CC=C1)C1=CC=CC=C1 (2,2′-bis(diphenylphosphino)-1,1′-bi_naphthyl). The solvent is O1CCCC1 (tetrahydrofuran). Reagents/catalysts: C(C)(=O)[O-].C(C)(=O)[O-].[Pd+2] (palladium diacetate). Reactants: O=C1CCN(CC1)C(=O)NC1=CC(=CC=C1)C1(CCC(CC1)C)N1CCN(CC1)C1=CC=CC=C1 (4-(oxo)-N-[3-[4-methyl-1-(4-phenyl-1-pipera-zinyl)cyclohexyl]phenyl]-1-piperidinecarboxamide), [BH4-].[Na+] (NaBH4). Solvent: CCO (EtOH). Conditions: time 1 hour. Yields the product OC1CCN(CC1)C(=O)NC1=CC(=CC=C1)C1(CCC(CC1)C)N1CCN(CC1)C1=CC=CC=C1 (4-(hydroxy)-N-[3-[4-methyl-1-(4-phenyl-1-piperazinyl)-cyclohexyl]phenyl]-1-piperidinecarboxamide). RXN SMILES: [O:1]=[C:2]1[CH2:7][CH2:6][N:5]([C:8]([NH:10][C:11]2[CH:16]=[CH:15][CH:14]=[C:13]([C:17]3([N:24]4[CH2:29][CH2:28][N:27]([C:30]5[CH:35]=[CH:34][CH:33]=[CH:32][CH:31]=5)[CH2:26][CH2:25]4)[CH2:22][CH2:21][CH:20]([CH3:23])[CH2:19][CH2:18]3)[CH:12]=2)=[O:9])[CH2:4][CH2:3]1.[BH4-].[Na+]>CCO>[OH:1][CH:2]1[CH2:7][CH2:6][N:5]([C:8]([NH:10][C:11]2[CH:16]=[CH:15][CH:14]=[C:13]([C:17]3([N:24]4[CH2:25][CH2:26][N:27]([C:30]5[CH:31]=[CH:32][CH:33]=[CH:34][CH:35]=5)[CH2:28][CH2:29]4)[CH2:22][CH2:21][CH:20]([CH3:23])[CH2:19][CH2:18]3)[CH:12]=2)=[O:9])[CH2:4][CH2:3]1 |f:1.2|. Reported procedure: A solution of 4-(oxo)-N-[3-[4-methyl-1-(4-phenyl-1-pipera-zinyl)cyclohexyl]phenyl]-1-piperidinecarboxamide (cis isomer) (34 mg, 0.072 mmol) in anhydrous EtOH was treated with excess NaBH4 (14 mg, 0.36 mmol) and the resulting solution was stirred at room temperature for 1 h. The reaction was quenched with excess saturated NH4Cl (aq.) then extracted with EtOAc (3×). The combined extracts were dried (Na2SO4), concentrated under reduced pressure, and triturated with 30% EtOAc/hexanes to give 4-(hydr...